describe an organic reaction: reactants, conditions, products, and yield From a dataset of the Open Reaction Database (ORD), a public repository of structured organic reaction records. The reactants are C1(=CC=CC=C1)CN1CC2=CC=C(C=C2C1)C(=O)N (2,3-dihydro-2-(phenylmethyl)-1H-isoindole-5-carboxamide), [H-].[Al+3].[Li+].[H-].[H-].[H-] (lithium aluminium hydride). Product: C1(=CC=CC=C1)CN1CC2=CC=C(C=C2C1)CN (2,3-Dihydro-2-(phenylmethyl)-1H-isoindole-5-ylmethanamine). Yield: 74.0%. As a reaction SMILES: [C:1]1([CH2:7][N:8]2[CH2:16][C:15]3[C:10](=[CH:11][CH:12]=[C:13]([C:17]([NH2:19])=O)[CH:14]=3)[CH2:9]2)[CH:6]=[CH:5][CH:4]=[CH:3][CH:2]=1.[H-].[Al+3].[Li+].[H-].[H-].[H-]>>[C:1]1([CH2:7][N:8]2[CH2:16][C:15]3[C:10](=[CH:11][CH:12]=[C:13]([CH2:17][NH2:19])[CH:14]=3)[CH2:9]2)[CH:6]=[CH:5][CH:4]=[CH:3][CH:2]=1 |f:1.2.3.4.5.6|. Procedure details: Prepared analogously to Example 45b) from 2,3-dihydro-2-(phenylmethyl)-1H-isoindole-5-carboxamide by reduction with lithium aluminium hydride. The desired compound was obtained as a colourless oil in a yield of 74% of theory. Reactants: C(C)(C)(C)C(C(=O)N)=C (t-butylacrylamide), C1(=CC=CC=C1)C (toluene), C1(=CC=CC=C1)C (toluene), N(=NC(C#N)(C)C)C(C#N)(C)C (azobisisobutyronitrile). The solvent is CCCCCC (hexane). Reaction conditions: temperature 80 celsius. Yields the product C(C)(C)(C)NC(C=C)=O (N-tert-butylacrylamide). Reaction SMILES: C([C:5](=[CH2:9])[C:6]([NH2:8])=[O:7])(C)(C)C.[C:10]1([CH3:16])[CH:15]=CC=C[CH:11]=1.N(C(C)(C)C#N)=NC(C)(C)C#N>CCCCCC>[C:10]([NH:8][C:6](=[O:7])[CH:5]=[CH2:9])([CH3:16])([CH3:15])[CH3:11]. Procedure details: A mixture of 50.0 g of t-butylacrylamide and 250 ml of toluene was heated at 80° C. with stirring under a nitrogen atmosphere in a 500 ml three-necked flask. 10 ml of a toluene solution containing 500 mg of azobisisobutyronitrile was added thereto as a polymerization initiator, whereby polymerization was initiated. After polymerization for 3 hours, the polymerization solution was cooled and poured into 1 liter of hexane. The solids thus-deposited were collected by filtration, washed with hexane ... Run in O (water), CC(=O)N(C)C (DMA). Reactants: C(=O)C1=CC=C(C=C1)N1CCC(CC1)N(C(C)=O)C(C)C (N-(1-(4-formylphenyl)piperidin-4-yl)-N-isopropylacetamide), NC1=C(C(=O)N)C(=CC(=C1)OC)OC (2-amino-4,6-dimethoxybenzamide), OS(=O)[O-].[Na+] (NaHSO3), CC=1C=CC(=CC1)S(=O)(=O)O (p-TsOH). Reaction SMILES: [CH:1]([C:3]1[CH:8]=[CH:7][C:6]([N:9]2[CH2:14][CH2:13][CH:12]([N:15]([CH:19]([CH3:21])[CH3:20])[C:16](=[O:18])[CH3:17])[CH2:11][CH2:10]2)=[CH:5][CH:4]=1)=O.[NH2:22][C:23]1[CH:31]=[C:30]([O:32][CH3:33])[CH:29]=[C:28]([O:34][CH3:35])[C:24]=1[C:25]([NH2:27])=[O:26].OS([O-])=O.[Na+].CC1C=CC(S(O)(=O)=O)=CC=1>CC(N(C)C)=O.O>[CH3:35][O:34][C:28]1[CH:29]=[C:30]([O:32][CH3:33])[CH:31]=[C:23]2[C:24]=1[C:25](=[O:26])[NH:27][C:1]([C:3]1[CH:8]=[CH:7][C:6]([N:9]3[CH2:14][CH2:13][CH:12]([N:15]([CH:19]([CH3:21])[CH3:20])[C:16](=[O:18])[CH3:17])[CH2:11][CH2:10]3)=[CH:5][CH:4]=1)=[N:22]2 |f:2.3|. Isolated yield 20.7%. Product: COC1=C2C(NC(=NC2=CC(=C1)OC)C1=CC=C(C=C1)N1CCC(CC1)N(C(C)=O)C(C)C)=O (N-(1-(4-(5,7-dimethoxy-4-oxo-3,4-dihydroquinazolin-2-yl)phenyl)piperidin-4-yl)-N-isopropylacetamide). Procedure details: To a solution of N-(1-(4-formylphenyl)piperidin-4-yl)-N-isopropylacetamide (0.300 g, 1.04 mmol) in DMA (10 mL) was added 2-amino-4,6-dimethoxybenzamide (0.204 g, 1.04 mmol), NaHSO3 (0.129 g, 1.24 mmol) and p-TsOH (0.019 g, 0.10 mmol). The resulting solution was heated to 155° C. overnight and then cooled to room temperature. The solution was diluted with water, extracted with CH2Cl2, washed with brine, dried over anhydrous Na2SO4, filtered, and concentrated in vacuo. The material was purified by... Conditions: temperature 155 celsius. Starting materials: CN1C=CC2=CC=C(C=C12)[N+](=O)[O-] (1-Methyl-6-nitro-1H-indole), C(C(=O)Cl)(=O)Cl (oxalyl chloride). Run in CCOCC (ether). Conditions: time 3 hour. Yields the product CN1C=C(C2=CC=C(C=C12)[N+](=O)[O-])C(C(=O)Cl)=O ((1-Methyl-6-nitro-1H-indol-3-yl)-oxo-acetyl chloride). Isolated yield 94.4%. Reaction SMILES: [CH3:1][N:2]1[C:10]2[C:5](=[CH:6][CH:7]=[C:8]([N+:11]([O-:13])=[O:12])[CH:9]=2)[CH:4]=[CH:3]1.[C:14](Cl)(=[O:18])[C:15]([Cl:17])=[O:16]>CCOCC>[CH3:1][N:2]1[C:10]2[C:5](=[CH:6][CH:7]=[C:8]([N+:11]([O-:13])=[O:12])[CH:9]=2)[C:4]([C:14](=[O:18])[C:15]([Cl:17])=[O:16])=[CH:3]1. Procedure details: To a solution of 1.33 g (7.55 mmol) of 1-methyl-6-nitro-1H-indole (2) in 40 ml of ether were added 1.5 ml (17.2 mmol) of oxalyl chloride at 0-5° C. under Argon. A precipitate was formed. After 3 hours stirring, the resulting solid was filtered, washed with a small amount of ether and dried to yield 1.9 g (95%) of (1-methyl-6-nitro-1H-indol-3-yl)-oxo-acetyl chloride (3) as a yellow solid. This material was used without purification. Starting materials: C([O-])([O-])=O.[K+].[K+] (Potassium carbonate), CC1=C(C(=CC(=C1)C)C)C1C(C2C3CC(C(C2C1=O)O3)C#C[Si](C)(C)C)=O ((1RS,2SR,6RS,7RS)-4-(2,4,6-trimethylphenyl)-8-trimethylsilylethynyl-10-oxatricyclo-[5.2.1.02,6]decane-3,5-dione), Cl (hydrochloric acid). Run in CO (methanol). Conditions: time 30 minute. The product is C(#C)C1C2C3C(C(C(C3C(C1)O2)=O)C2=C(C=C(C=C2C)C)C)=O ((1RS,2SR,6RS,7RS)-8-ethynyl-4-(2,4,6-trimethylphenyl)-10-oxatricyclo-[5.2.1.02,6]decane-3,5-dione). Reaction SMILES: C(=O)([O-])[O-].[K+].[K+].[CH3:7][C:8]1[CH:13]=[C:12]([CH3:14])[CH:11]=[C:10]([CH3:15])[C:9]=1[CH:16]1[C:24](=[O:25])[CH:23]2[CH:18]([CH:19]3[O:26][CH:22]2[CH:21]([C:27]#[C:28][Si](C)(C)C)[CH2:20]3)[C:17]1=[O:33].Cl>CO>[C:27]([CH:21]1[CH2:20][CH:19]2[O:26][CH:22]1[CH:23]1[CH:18]2[C:17](=[O:33])[CH:16]([C:9]2[C:10]([CH3:15])=[CH:11][C:12]([CH3:14])=[CH:13][C:8]=2[CH3:7])[C:24]1=[O:25])#[CH:28] |f:0.1.2|. Reported procedure: Potassium carbonate (2.58 g, 19 mmol) is added to a stirred solution of (1RS,2SR,6RS,7RS)-4-(2,4,6-trimethylphenyl)-8-trimethylsilylethynyl-10-oxatricyclo-[5.2.1.02,6]decane-3,5-dione (6.43 g, 17 mmol) in methanol (100 ml). The reaction mixture is stirred at room temperature for 2 hours and 30 minutes, then dilute aqueous hydrochloric acid is added and the mixture is extracted with ethyl acetate. The organic extracts are combined, dried over anhydrous magnesium sulfate, filtered and the filtrate... Solvent: N1=CC=CC=C1 (pyridine), N1=CC=CC=C1 (pyridine), CCOC(=O)C.CCCCCC (EtOAc Hexane), C1(=CC=CC=C1)C (toluene). Product: ClC1=CC(=C(NC(C)C)C=C1)[N+](=O)[O-] (4-chloro-N-isopropyl-2-nitroaniline). As a reaction SMILES: [Cl:1][C:2]1[CH:8]=[CH:7][C:5]([NH2:6])=[C:4]([N+:9]([O-:11])=[O:10])[CH:3]=1.CO[C:14](OC)([CH3:16])[CH3:15].FC(F)(F)C(O)=O>C1(C)C=CC=CC=1.N1C=CC=CC=1.CCOC(C)=O.CCCCCC>[Cl:1][C:2]1[CH:8]=[CH:7][C:5]([NH:6][CH:14]([CH3:16])[CH3:15])=[C:4]([N+:9]([O-:11])=[O:10])[CH:3]=1 |f:5.6|. Run at time 1 hour. Isolated yield 78.3%. Starting materials: ClC1=CC(=C(N)C=C1)[N+](=O)[O-] (4-chloro-2-nitroaniline), FC(C(=O)O)(F)F (TFA), COC(C)(C)OC (2,2-dimethoxypropane), ClC1=CC(=C(N)C=C1)[N+](=O)[O-] (4-chloro-2-nitroaniline), COC(C)(C)OC (2,2-dimethoxypropane), FC(C(=O)O)(F)F (trifluoroacetic acid). Procedure details: 4-chloro-2-nitroaniline (8.6 g; 0.05 mole), 2,2-dimethoxypropane (10.0 ml; 0.9 mole) and trifluoroacetic acid [TFA] (4.0 ml; 0.005 moles) were dissolved in toluene (100 ml) and stirred for 1 hr. BH3 pyridine (5.0 ml; 0.05 moles) was added in 1.0 ml increments. The reaction was exothermic, and the reaction progress was monitored by tlc 40%EtOAc/Hexane. Additional TFA, BH3 * pyridine and 2,2-dimethoxypropane were added until the tlc indicated that the 4-chloro-2-nitroaniline was consumed. The reac...